This data is from the Open Reaction Database (ORD), a public repository of structured organic reaction records. The task is: describe an organic reaction: reactants, conditions, products, and yield Reactants: C(#N)C=1C(=C2C=CN(C2=CC1)CC(NO)=N)C(F)(F)F (2-[5-cyano-4-(trifluoromethyl)-1H-indol-1-yl]-N-hydroxyethanimidamide), FC1=C(C(=O)O)C(=CC(=C1)F)F (2,4,6-trifluorobenzoic acid). Product: FC(C1=C2C=CN(C2=CC=C1C#N)CC1=NOC(=N1)C1=C(C=C(C=C1F)F)F)(F)F (4-(Trifluoromethyl)-1-{[5-(2,4,6-trifluorophenyl)-1,2,4-oxadiazol-3-yl]methyl}-1H-indole-5-carbonitrile). Reaction SMILES: [C:1]([C:3]1[C:4]([C:17]([F:20])([F:19])[F:18])=[C:5]2[C:9](=[CH:10][CH:11]=1)[N:8]([CH2:12][C:13](=[NH:16])[NH:14][OH:15])[CH:7]=[CH:6]2)#[N:2].[F:21][C:22]1[CH:30]=[C:29]([F:31])[CH:28]=[C:27]([F:32])[C:23]=1[C:24](O)=O>>[F:18][C:17]([F:19])([F:20])[C:4]1[C:3]([C:1]#[N:2])=[CH:11][CH:10]=[C:9]2[C:5]=1[CH:6]=[CH:7][N:8]2[CH2:12][C:13]1[N:16]=[C:24]([C:23]2[C:22]([F:21])=[CH:30][C:29]([F:31])=[CH:28][C:27]=2[F:32])[O:15][N:14]=1. Procedure: Synthesized as described in Example 241 from 2-[5-cyano-4-(trifluoromethyl)-1H-indol-1-yl]-N-hydroxyethanimidamide and 2,4,6-trifluorobenzoic acid: MS (ES) m/z 423 (M+1).